Dataset: the Open Reaction Database (ORD), a public repository of structured organic reaction records. Task: describe an organic reaction: reactants, conditions, products, and yield The reactants are COC1OC2C(OC(=O)c3ccccc3)COC2C1OC, CS(=O)(=O)Cl, CO, CCOC(C)=O, ClCCl, [Na+], [OH-], c1ccncc1. Yields the product COC1OC2C(OS(C)(=O)=O)COC2C1OC. Reaction SMILES: [CH3:1][O:2][CH:3]1[CH:4]([O:5][CH3:6])[O:7][CH:8]2[CH:9]1[O:10][CH2:11][CH:12]2[O:13][C:14]([c:15]1[cH:16][cH:17][cH:18][cH:19][cH:20]1)=[O:21].[CH3:30][S:31]([Cl:32])(=[O:33])=[O:34].[CH3:35][OH:36].[CH3:37][CH2:38][O:39][C:40](=[O:41])[CH3:42].[Cl:43][CH2:44][Cl:45].[Na+:23].[OH-:22].[cH:24]1[cH:25][cH:26][n:27][cH:28][cH:29]1>>[CH3:1][O:2][CH:3]1[CH:4]([O:5][CH3:6])[O:7][CH:8]2[CH:9]1[O:10][CH2:11][CH:12]2[O:13][S:31]([CH3:30])(=[O:33])=[O:34].